Dataset: the Open Reaction Database (ORD), a public repository of structured organic reaction records. Task: describe an organic reaction: reactants, conditions, products, and yield Starting materials: COC(=O)C=1N=CC=2C(N(C=CC2C1O)CC1=C(C=C(C=C1)OC)OC)=O (7-(2,4-dimethoxy-benzyl)-4-hydroxy-8-oxo-7,8-dihydro-[2,7]naphthyridine-3-carboxylic acid methyl ester), COCCN (2-methoxyethylamine), CC(=O)O (AcOH), O (water). Solvent: CCO (EtOH). The product is COCCNC(=O)C=1N=CC=2C(N(C=CC2C1O)CC1=C(C=C(C=C1)OC)OC)=O (7-(2,4-Dimethoxy-benzyl)-4-hydroxy-8-oxo-7,8-dihydro-[2,7]naphthyridine-3-carboxylic acid (2-methoxy-ethyl)-amide). Isolated yield 53.1%. RXN SMILES: CO[C:3]([C:5]1[N:6]=[CH:7][C:8]2[C:9](=[O:27])[N:10]([CH2:16][C:17]3[CH:22]=[CH:21][C:20]([O:23][CH3:24])=[CH:19][C:18]=3[O:25][CH3:26])[CH:11]=[CH:12][C:13]=2[C:14]=1[OH:15])=[O:4].[CH3:28][O:29][CH2:30][CH2:31][NH2:32].CC(O)=O.O>CCO>[CH3:28][O:29][CH2:30][CH2:31][NH:32][C:3]([C:5]1[N:6]=[CH:7][C:8]2[C:9](=[O:27])[N:10]([CH2:16][C:17]3[CH:22]=[CH:21][C:20]([O:23][CH3:24])=[CH:19][C:18]=3[O:25][CH3:26])[CH:11]=[CH:12][C:13]=2[C:14]=1[OH:15])=[O:4]. Reported procedure: A mixture of 7-(2,4-dimethoxy-benzyl)-4-hydroxy-8-oxo-7,8-dihydro-[2,7]naphthyridine-3-carboxylic acid methyl ester (15 mg, 0.041 mmol) and 2-methoxyethylamine (0.012 mL, 0.14 mmol) in EtOH (2 mL) was refluxed for 16 h. After cooling the mixture to r.t., AcOH (0.1 mL) and water (2 mL) were added. The resulting precipitate was isolated by filtration, washed with cold MeOH/H2O (5 mL, 1:1), and dried under vacuum to give 9 mg of the title compound. MS: (+) m/z 414.36 (M+1). The reactants are C(C1=CC=CC=C1)ON1C2=NC=NC(=C2N=C1)Cl (9-benzyloxy-6-chloropurine), N (ammonia), [K+].[Br-] (KBr). Solvent: C(C)O (ethanol). The product is C(C1=CC=CC=C1)ON1C2=NC=NC(=C2N=C1)N (9-Benzyloxyadenine). Reaction SMILES: [CH2:1]([O:8][N:9]1[CH:17]=[N:16][C:15]2[C:10]1=[N:11][CH:12]=[N:13][C:14]=2Cl)[C:2]1[CH:7]=[CH:6][CH:5]=[CH:4][CH:3]=1.[NH3:19].[K+].[Br-]>C(O)C>[CH2:1]([O:8][N:9]1[CH:17]=[N:16][C:15]2[C:10]1=[N:11][CH:12]=[N:13][C:14]=2[NH2:19])[C:2]1[CH:7]=[CH:6][CH:5]=[CH:4][CH:3]=1 |f:2.3|. Reported procedure: A solution of 9-benzyloxy-6-chloropurine (38.4 g; 0.147 mmol) in ethanol (300 ml) saturated with ammonia was heated at 100° C. in an autoclave for 16 hours. After cooling the suspension was evaporated to dryness and the residue partitioned between chloroform (750 ml) and water (500 ml). The separated aqueous phase was washed with chloroform (200 ml). The combined organic phases were washed with water, dried (MgSO4) and evaporated, affording an orange solid homogeneous on t.l.c. (31.1 g, 87%). IR... Reactants: CC1=NC2=CC=CC=C2C1(C)C (2,3,3-trimethylindolenine), BrCCCCCCCCCCCC (1-bromododecane), [OH-].[K+] (potassium hydroxide). Solvent: C(Cl)(Cl)Cl (chloroform). Run at temperature 80 celsius. The product is CC1(C(N(C2=CC=CC=C12)CCCCCCCCCCCC)=C)C (3,3-dimethyl-1-dodecyl-2-methyleneindoline). The yield is 82.0%. RXN SMILES: [CH3:1][C:2]1[C:10]([CH3:12])([CH3:11])[C:9]2[C:4](=[CH:5][CH:6]=[CH:7][CH:8]=2)[N:3]=1.Br[CH2:14][CH2:15][CH2:16][CH2:17][CH2:18][CH2:19][CH2:20][CH2:21][CH2:22][CH2:23][CH2:24][CH3:25].[OH-].[K+]>C(Cl)(Cl)Cl>[CH3:11][C:10]1([CH3:12])[C:9]2[C:4](=[CH:5][CH:6]=[CH:7][CH:8]=2)[N:3]([CH2:25][CH2:24][CH2:23][CH2:22][CH2:21][CH2:20][CH2:19][CH2:18][CH2:17][CH2:16][CH2:15][CH3:14])[C:2]1=[CH2:1] |f:2.3|. Procedure details: To a solution of 1.6 g of 2,3,3-trimethylindolenine in 10 ml of chloroform was added 2.8 g of 1-bromododecane and the mixture was heated in an autoclave at 80° C. for 20 hours. The resulting precipitate was recovered by filtration to give 3.7 g of 1-dodecyl-2,3,3-trimethylindolenium as white crystals. To the crystals thus obtained was added 40 ml of 10N aqueous potassium hydroxide solution in a nitrogen atmosphere and the mixture was heated at 50° C. for 3 hours. The reaction mixture was then ex... The reactants are C(#N)[C@@]1(C(N(CC1)C1=NC(=NC=C1)NC=1C=NN(C1)C1CN(C1)C(=O)OC(C)(C)C)=O)CC (tert-butyl 3-(4-((4-((3R)-3-cyano-3-ethyl-2-oxopyrrolidin-1-yl)pyrimidin-2-yl)amino)-1H-pyrazol-1-yl)azetidine-1-carboxylate), Cl (hydrogen chloride). Solvent: C(C)(=O)OCC (ethyl acetate). Conditions: time 30 minute. Product: Cl.Cl.N1CC(C1)N1N=CC(=C1)NC1=NC=CC(=N1)N1C([C@](CC1)(C#N)CC)=O ((3R)-1-(2-((1-(azetidin-3-yl)-1H-pyrazol-4-yl)amino)pyrimidin-4-yl)-3-ethyl-2-oxopyrrolidine-3-carbonitrile dihydrochloride). RXN SMILES: [C:1]([C@@:3]1([CH2:32][CH3:33])[CH2:7][CH2:6][N:5]([C:8]2[CH:13]=[CH:12][N:11]=[C:10]([NH:14][C:15]3[CH:16]=[N:17][N:18]([CH:20]4[CH2:23][N:22](C(OC(C)(C)C)=O)[CH2:21]4)[CH:19]=3)[N:9]=2)[C:4]1=[O:31])#[N:2].[ClH:34]>C(OCC)(=O)C>[ClH:34].[ClH:34].[NH:22]1[CH2:23][CH:20]([N:18]2[CH:19]=[C:15]([NH:14][C:10]3[N:9]=[C:8]([N:5]4[CH2:6][CH2:7][C@:3]([CH2:32][CH3:33])([C:1]#[N:2])[C:4]4=[O:31])[CH:13]=[CH:12][N:11]=3)[CH:16]=[N:17]2)[CH2:21]1 |f:3.4.5|. Procedure: To tert-butyl 3-(4-((4-((3R)-3-cyano-3-ethyl-2-oxopyrrolidin-1-yl)pyrimidin-2-yl)amino)-1H-pyrazol-1-yl)azetidine-1-carboxylate (170 mg) obtained in Example 184 was added a solution of 4 M hydrogen chloride in ethyl acetate (6.0 mL), and the mixture was stirred at room temperature for 30 min. The solvent was evaporated under reduced pressure, and the residue was recrystallized (ethanol/ethyl acetate) to give the title compound (120 mg). Starting materials: COC(=O)C=Cc1ccc(CC(O[SiH](C)C)C(C)(C)C)cc1, CCO, [H][H]. The product is COC(=O)C(C)Cc1ccc(CC(O[SiH](C)C)C(C)(C)C)cc1. RXN SMILES: [C:1]([CH3:2])([CH3:3])([CH3:4])[CH:5]([CH2:6][c:7]1[cH:8][cH:9][c:10]([CH:11]=[CH:12][C:13](=[O:14])[O:15][CH3:16])[cH:17][cH:18]1)[O:19][SiH:20]([CH3:21])[CH3:22].[CH3:25][CH2:26][OH:27].[H:23][H:24]>>[C:1]([CH3:2])([CH3:3])([CH3:4])[CH:5]([CH2:6][c:7]1[cH:8][cH:9][c:10]([CH2:11][CH:12]([C:13](=[O:14])[O:15][CH3:16])[CH3:25])[cH:17][cH:18]1)[O:19][SiH:20]([CH3:21])[CH3:22].